From a dataset of the Open Reaction Database (ORD), a public repository of structured organic reaction records. describe an organic reaction: reactants, conditions, products, and yield Starting materials: C#CCOc1ccc(CCNC(=S)C(OC(C)=O)c2ccc(Cl)cc2)cc1OC, CO, [Na+], [OH-], O. Product: C#CCOc1ccc(CCNC(=S)C(O)c2ccc(Cl)cc2)cc1OC. RXN SMILES: [C:1](=[O:2])([CH3:3])[O:4][CH:5]([C:6](=[S:7])[NH:8][CH2:9][CH2:10][c:11]1[cH:12][c:13]([O:21][CH3:22])[c:14]([O:17][CH2:18][C:19]#[CH:20])[cH:15][cH:16]1)[c:23]1[cH:24][cH:25][c:26]([Cl:29])[cH:27][cH:28]1.[CH3:32][OH:33].[Na+:31].[OH-:30].[OH2:34]>>[OH:4][CH:5]([C:6](=[S:7])[NH:8][CH2:9][CH2:10][c:11]1[cH:12][c:13]([O:21][CH3:22])[c:14]([O:17][CH2:18][C:19]#[CH:20])[cH:15][cH:16]1)[c:23]1[cH:24][cH:25][c:26]([Cl:29])[cH:27][cH:28]1. Starting materials: COc1ccc2c(Oc3ccc(C=O)cc3)c(-c3ccccc3)c(C)cc2c1, CC(C)=O, [O-][Cl+][O-], NS(=O)(=O)O, [Na+], O. Yields the product COc1ccc2c(Oc3ccc(C(=O)O)cc3)c(-c3ccccc3)c(C)cc2c1. As a reaction SMILES: [CH3:1][c:2]1[c:3](-[c:23]2[cH:24][cH:25][cH:26][cH:27][cH:28]2)[c:4]([O:14][c:15]2[cH:16][cH:17][c:18]([CH:19]=[O:20])[cH:21][cH:22]2)[c:5]2[cH:6][cH:7][c:8]([O:12][CH3:13])[cH:9][c:10]2[cH:11]1.[CH3:39][C:40]([CH3:41])=[O:42].[Cl+:34]([O-:35])[O-:36].[NH2:29][S:30]([OH:31])(=[O:32])=[O:33].[Na+:37].[OH2:38]>>[CH3:1][c:2]1[c:3](-[c:23]2[cH:24][cH:25][cH:26][cH:27][cH:28]2)[c:4]([O:14][c:15]2[cH:16][cH:17][c:18]([C:19](=[O:20])[OH:31])[cH:21][cH:22]2)[c:5]2[cH:6][cH:7][c:8]([O:12][CH3:13])[cH:9][c:10]2[cH:11]1. The reactants are CCc1nc2ccccc2c(=O)n1-c1ccc(OCCCCl)c(Br)c1, C1CCNCC1, CCOCC. Product: CCc1nc2ccccc2c(=O)n1-c1ccc(OCCCN2CCCCC2)c(Br)c1. As a reaction SMILES: [Br:1][c:2]1[cH:3][c:4](-[n:13]2[c:14]([CH2:24][CH3:25])[n:15][c:16]3[cH:17][cH:18][cH:19][cH:20][c:21]3[c:22]2=[O:23])[cH:5][cH:6][c:7]1[O:8][CH2:9][CH2:10][CH2:11][Cl:12].[CH2:26]1[CH2:27][CH2:28][NH:29][CH2:30][CH2:31]1.[CH3:32][CH2:33][O:34][CH2:35][CH3:36]>>[Br:1][c:2]1[cH:3][c:4](-[n:13]2[c:14]([CH2:24][CH3:25])[n:15][c:16]3[cH:17][cH:18][cH:19][cH:20][c:21]3[c:22]2=[O:23])[cH:5][cH:6][c:7]1[O:8][CH2:9][CH2:10][CH2:11][N:29]1[CH2:28][CH2:27][CH2:26][CH2:31][CH2:30]1. Reaction SMILES: [Cl:1][C:2]1[CH:3]=[C:4]([CH2:8][NH:9][C:10](=[O:31])[C@@H:11]2[C@@H:15]([CH2:16][CH3:17])[CH2:14][CH2:13][N:12]2[CH:18]([C:24]([O:26][C:27]([CH3:30])([CH3:29])[CH3:28])=[O:25])[C@@H:19]2[CH2:23][CH2:22][CH2:21][NH:20]2)[CH:5]=[CH:6][CH:7]=1.[H-].[Na+].I[CH3:35]>CN(C=O)C>[CH3:35][N:9]([CH2:8][C:4]1[CH:5]=[CH:6][CH:7]=[C:2]([Cl:1])[CH:3]=1)[C:10](=[O:31])[C@@H:11]1[C@@H:15]([CH2:16][CH3:17])[CH2:14][CH2:13][N:12]1[CH:18]([C:24]([O:26][C:27]([CH3:30])([CH3:29])[CH3:28])=[O:25])[C@@H:19]1[CH2:23][CH2:22][CH2:21][NH:20]1 |f:1.2|. Reported procedure: N-[(t-Butyloxycarbonyl)-pyrrolidin-2(S)-ylmethyl]-3(S)-ethyl-proline-N-(3-chlorophenylmethyl) amide (0.175 g, 0.39 mmol) was dissolved in dry DMF (4 mL) with stirring at 0° C. under Ar, treated with NaH (60% dispersion in mineral oil, 0.023 g, 0.58 mmol), and after 15 minutes treated with iodomethane (0.029 mL, 0.47 mmol). The reaction mixture was stirred at 25° C. for 2 h, then evaporated to dryness and partitioned between EtOAc and aqueous saturated NaHCO3 solution. The organic layer was separ... Run in CN(C)C=O (DMF). The product is CN(C([C@H]1N(CC[C@@H]1CC)C([C@H]1NCCC1)C(=O)OC(C)(C)C)=O)CC1=CC(=CC=C1)Cl (N-[(t-Butyloxycarbonyl)-pyrrolidin-2(S)-ylmethyl]-3(S)-ethyl-proline-N-methyl-N-(3-chlorophenylmethyl) amide). Reaction conditions: temperature 0 celsius. The reactants are [H-].[Na+] (NaH), ClC=1C=C(C=CC1)CNC([C@H]1N(CC[C@@H]1CC)C([C@H]1NCCC1)C(=O)OC(C)(C)C)=O (N-[(t-Butyloxycarbonyl)-pyrrolidin-2(S)-ylmethyl]-3(S)-ethyl-proline-N-(3-chlorophenylmethyl) amide), IC (iodomethane). Starting materials: O=C([O-])[O-], ClCCN1CCCCC1, Cl, [K+], [K+], Nc1ncc[nH]1, CN(C)C=O, O=S(=O)(O)O. Yields the product Nc1nccn1CCN1CCCCC1. RXN SMILES: [C:12](=[O:13])([O-:14])[O-:15].[Cl:19][CH2:20][CH2:21][N:22]1[CH2:23][CH2:24][CH2:25][CH2:26][CH2:27]1.[ClH:18].[K+:16].[K+:17].[NH2:6][c:7]1[nH:8][cH:9][cH:10][n:11]1.[O:28]=[CH:29][N:30]([CH3:31])[CH3:32].[S:1]([OH:2])([OH:3])(=[O:4])=[O:5]>>[NH2:6][c:7]1[n:8]([CH2:20][CH2:21][N:22]2[CH2:23][CH2:24][CH2:25][CH2:26][CH2:27]2)[cH:9][cH:10][n:11]1. Reactants: BrCC=1C=C(C(=O)O)C=CC1 (3-(bromomethyl)benzoic acid), C(C)([O-])=S.[K+] (potassium ethanethioate). Solvent: C(C)O (ethanol). Run at time 8 hour. Product: C(C)(=O)SCC=1C=C(C(=O)O)C=CC1 (3-(acetylthiomethyl)benzoic acid). As a reaction SMILES: Br[CH2:2][C:3]1[CH:4]=[C:5]([CH:9]=[CH:10][CH:11]=1)[C:6]([OH:8])=[O:7].[C:12](=[S:15])([O-:14])[CH3:13].[K+]>C(O)C>[C:12]([S:15][CH2:2][C:3]1[CH:4]=[C:5]([CH:9]=[CH:10][CH:11]=1)[C:6]([OH:8])=[O:7])(=[O:14])[CH3:13] |f:1.2|. Procedure: Into a 250-mL round-bottom flask, was placed a solution of 3-(bromomethyl)benzoic acid (7 g, 32.56 mmol, 1.00 equiv) in ethanol (80 mL), and potassium ethanethioate (9.65 g, 84.65 mmol, 2.60 equiv). The resulting solution was stirred overnight at room temperature. The resulting mixture was concentrated under vacuum. The resulting solution was diluted with 80 mL of water and adjusted to pH 3-4 with 10% hydrochloric acid. The resulting solution was extracted with 3×50 mL of ethyl acetate and the o... The reactants are Base, COC([C@@H](N)C)=O (alanine methyl ester), C(C1=CC=CC=C1)=O (benzaldehyde), CC(C)([O-])C.[K+] (potassium-t-butoxide), Cl.ClCC1=NCC2=NC3=CC=CC=C3C2=C1 (3-(chloromethyl)-1H-β-carboline hydrochloride salt). The solvent is C1CCOC1 (THF). Reaction conditions: temperature -40 celsius, time 30 minute. The product is COC([C@@](N)(C)C=1N=CC=2NC3=CC=CC=C3C2C1)=O (2-(9H-β-carboline-3-yl)-alanine methyl ester). The yield is 50.5%. Reaction SMILES: [CH3:1][O:2][C:3](=[O:7])[C@H:4]([CH3:6])[NH2:5].C(=O)C1C=CC=CC=1.CC(C)([O-])C.[K+].Cl.ClC[C:25]1[CH:37]=[C:36]2[C:28](=[N:29][C:30]3[C:35]2=[CH:34][CH:33]=[CH:32][CH:31]=3)[CH2:27][N:26]=1>C1COCC1>[CH3:1][O:2][C:3](=[O:7])[C@:4]([C:25]1[N:26]=[CH:27][C:28]2[NH:29][C:30]3[C:35]([C:36]=2[CH:37]=1)=[CH:34][CH:33]=[CH:32][CH:31]=3)([CH3:6])[NH2:5] |f:2.3,4.5|. Procedure details: In THF (85 mL) was dissolved the Schiffs' Base (2.45 g, 12.8 mmol), derivedfrom alanine methyl ester and benzaldehyde, and cooled to -40° C. Tothis was added potassium-t-butoxide (2.92 g, 26 mmol) and the orange solution stirred under nitrogen at -40° C. for 30 minutes. To this was added 3-(chloromethyl)-1H-β-carboline hydrochloride salt (3.24 g,12.8 mmol), the reaction mixture stirred for another 30 minutes at -40° C. and then slowly warmed to room temperature overnight. The black solution was ...